Dataset: the Open Reaction Database (ORD), a public repository of structured organic reaction records. Task: describe an organic reaction: reactants, conditions, products, and yield The reactants are N1CCC(CC1)C(CC#N)N1N=CC(=C1)C=1C2=C(N=CN1)NC=C2 (3-piperidin-4-yl-3-[4-(7H-pyrrolo[2,3-d]pyrimidin-4-yl)-1H-pyrazol-1-yl]propanenitrile), ClC1=NC=NC(=C1C)Cl (4,6-dichloro-5-methylpyrimidine), C(C)(C)N(C(C)C)CC (N,N-diisopropylethylamine), C(C)O (ethanol). Product: ClC1=C(C(=NC=N1)N1CCC(CC1)C(CC#N)N1N=CC(=C1)C=1C2=C(N=CN1)NC=C2)C (3-[1-(6-chloro-5-methylpyrimidin-4-yl)piperidin-4-yl]-3-[4-(7H-pyrrolo[2,3-d]pyrimidin-4-yl)-1H-pyrazol-1-yl]propanenitrile). The yield is 44.3%. RXN SMILES: [NH:1]1[CH2:6][CH2:5][CH:4]([CH:7]([N:11]2[CH:15]=[C:14]([C:16]3[C:17]4[CH:24]=[CH:23][NH:22][C:18]=4[N:19]=[CH:20][N:21]=3)[CH:13]=[N:12]2)[CH2:8][C:9]#[N:10])[CH2:3][CH2:2]1.[Cl:25][C:26]1[C:31]([CH3:32])=[C:30](Cl)[N:29]=[CH:28][N:27]=1.C(N(CC)C(C)C)(C)C.C(O)C>>[Cl:25][C:26]1[N:27]=[CH:28][N:29]=[C:30]([N:1]2[CH2:2][CH2:3][CH:4]([CH:7]([N:11]3[CH:15]=[C:14]([C:16]4[C:17]5[CH:24]=[CH:23][NH:22][C:18]=5[N:19]=[CH:20][N:21]=4)[CH:13]=[N:12]3)[CH2:8][C:9]#[N:10])[CH2:5][CH2:6]2)[C:31]=1[CH3:32]. Reported procedure: A solution of 3-piperidin-4-yl-3-[4-(7H-pyrrolo[2,3-d]pyrimidin-4-yl)-1H-pyrazol-1-yl]propanenitrile (0.20 g, 0.00062 mol), 4,6-dichloro-5-methylpyrimidine (0.11 g, 0.00067 mol) and N,N-diisopropylethylamine (130 microL, 0.00076 mol) in ethanol (2.0 mL, 0.034 mol) was heated to reflux for 1.2 hours, then the reaction was purified by preparative-LCMS (pH 10) to give 123 mg white solid (44% yield). LCMS (M+1): 448. Reactants: Oc1ccc(Br)cc1, C=C(C)CCl, O, O=S(=O)(O)O. The product is CC(C)(CCl)c1cc(Br)ccc1O. As a reaction SMILES: [Br:1][c:2]1[cH:3][cH:4][c:5]([OH:8])[cH:6][cH:7]1.[Cl:9][CH2:10][C:11](=[CH2:12])[CH3:13].[OH2:19].[S:14](=[O:15])(=[O:16])([OH:17])[OH:18]>>[Br:1][c:2]1[cH:3][c:4]([C:11]([CH2:10][Cl:9])([CH3:12])[CH3:13])[c:5]([OH:8])[cH:6][cH:7]1. Reactants: FC(C=1C=C(C(=CC1C(F)(F)F)N)N)(F)F (4,5-bis-trifluoromethyl-benzene-1,2-diamine), C(C)(C)(C)OC(CC(=O)C1=CC(=CC=C1)C1=CC(=NC(=C1)C)C)=O (3-[3-(2,6-dimethyl-pyridin-4-yl)-phenyl]-3-oxo-propionic acid tert-butyl ester), C(=O)(C(F)(F)F)O (TFA). Run in C1(=CC=CC=C1)C (toluene), C(Cl)Cl (CH2Cl2). Product: CC1=NC(=CC(=C1)C=1C=C(C=CC1)C1=NC2=C(NC(C1)=O)C=C(C(=C2)C(F)(F)F)C(F)(F)F)C (4-[3-(2,6-Dimethyl-pyridin-4-yl)-phenyl]-7,8-bis-trifluoromethyl-1,3-dihydro-benzo[b][1,4]diazepin-2-one), solid. The yield is 28.0%. As a reaction SMILES: [F:1][C:2]([F:16])([F:15])[C:3]1[CH:4]=[C:5]([NH2:14])[C:6]([NH2:13])=[CH:7][C:8]=1[C:9]([F:12])([F:11])[F:10].C([O:21][C:22](=O)[CH2:23][C:24]([C:26]1[CH:31]=[CH:30][CH:29]=[C:28]([C:32]2[CH:37]=[C:36]([CH3:38])[N:35]=[C:34]([CH3:39])[CH:33]=2)[CH:27]=1)=O)(C)(C)C.C(O)(C(F)(F)F)=O>C1(C)C=CC=CC=1.C(Cl)Cl>[CH3:39][C:34]1[CH:33]=[C:32]([C:28]2[CH:27]=[C:26]([C:24]3[CH2:23][C:22](=[O:21])[NH:13][C:6]4[CH:7]=[C:8]([C:9]([F:12])([F:11])[F:10])[C:3]([C:2]([F:15])([F:16])[F:1])=[CH:4][C:5]=4[N:14]=3)[CH:31]=[CH:30][CH:29]=2)[CH:37]=[C:36]([CH3:38])[N:35]=1. Procedure details: The title compound was prepared from 4,5-bis-trifluoromethyl-benzene-1,2-diamine [CAS-No. 30454-92-3] (244 mg, 1.0 mmol) and 3-[3-(2,6-dimethyl-pyridin-4-yl)-phenyl]-3-oxo-propionic acid tert-butyl ester (Example K15) (325 mg, 1.0 mmol) in toluene (10 ml) under reflux conditions for 2 h according to the general procedure M and subsequent treatment with TFA in CH2Cl2 according to the general procedure N. Obtained as an off-white solid (132 mg, 28%). Reactants: CC1(C)OCC(C)(C)C(C(=O)NCCC(=O)O)O1, CCCCCCCCC=CCCCCCCCC(=O)NCCCO. Product: CCCCCCCCC=CCCCCCCCC(=O)NCCCOC(=O)CCNC(=O)C1OC(C)(C)OCC1(C)C. Reaction SMILES: [CH3:25][C:26]1([CH3:42])[O:27][CH2:28][C:29]([CH3:40])([CH3:41])[CH:30]([C:32](=[O:33])[NH:34][CH2:35][CH2:36][C:37](=[O:38])[OH:39])[O:31]1.[OH:1][CH2:2][CH2:3][CH2:4][NH:5][C:6]([CH2:7][CH2:8][CH2:9][CH2:10][CH2:11][CH2:12][CH2:13][CH:14]=[CH:15][CH2:16][CH2:17][CH2:18][CH2:19][CH2:20][CH2:21][CH2:22][CH3:23])=[O:24]>>[O:1]([CH2:2][CH2:3][CH2:4][NH:5][C:6]([CH2:7][CH2:8][CH2:9][CH2:10][CH2:11][CH2:12][CH2:13][CH:14]=[CH:15][CH2:16][CH2:17][CH2:18][CH2:19][CH2:20][CH2:21][CH2:22][CH3:23])=[O:24])[C:37]([CH2:36][CH2:35][NH:34][C:32]([CH:30]1[C:29]([CH3:40])([CH3:41])[CH2:28][O:27][C:26]([CH3:25])([CH3:42])[O:31]1)=[O:33])=[O:38]. Starting materials: 2-bromine 1-(4-chlorophenyl)-ethanone, C1(=CC=CC=C1)CC(=O)[O-].[K+] (potassium phenylacetate), O (water), C(Cl)(Cl)Cl (chloroform). The solvent is CN(C=O)C (dimethyl formamide). Run at time 4 hour. The product is ClC1=CC=C(C=C1)C1=C(C(OC1)=O)C1=CC=CC=C1 (4-(4-chlorophenyl)-3-phenyl-2(5H)-furanone). RXN SMILES: [C:1]1([CH2:7][C:8]([O-:10])=[O:9])[CH:6]=[CH:5][CH:4]=[CH:3][CH:2]=1.[K+].O.[CH:13]([Cl:16])(Cl)Cl>CN(C)C=O>[Cl:16][C:13]1[CH:5]=[CH:6][C:1]([C:7]2[CH2:8][O:9][C:8](=[O:10])[C:7]=2[C:1]2[CH:6]=[CH:5][CH:4]=[CH:3][CH:2]=2)=[CH:2][CH:3]=1 |f:0.1|. Procedure details: 2-bromine-1-(4-chlorophenyl)-ethanone (2, 102.6 g, 0.44 mol) and potassium phenylacetate (1, 104.5 g, 0.6 mol) are heated to 80° C. in dimethyl formamide (600 mL) while being stirred for 4 hours and are then cooled. After the addition of water (1 L), chloroform is used for extraction (3 times 300 mL), and the chloroform extract is washed with water and then dried (Na2SO4) and concentrated to dryness. For crystallization, diisopropyl ether is added (500 mL) and the crystals, which are formed in t... Reactants: C(C)(C)(C)OC(=O)N[C@@H]1[C@@H](CCCC1)NC=1C=C(C(=NC1)C#N)NC1=CC=CC(=N1)CN1CCN(CC1)C(=O)OC(C)(C)C (tert-butyl 4-[(6-{[5-({(1R,2S)-2-[(tert-butoxycarbonyl)amino]cyclohexyl}amino)-2-cyanopyridin-3-yl]amino}pyridin-2-yl)methyl]piperazine-1-carboxylate), FC(C(=O)O)(F)F (trifluoroacetic acid). Run in ClCCl (dichloromethane). Conditions: time 1 hour. Yields the product N[C@@H]1[C@@H](CCCC1)NC=1C=C(C(=NC1)C#N)NC1=NC(=CC=C1)CN1CCNCC1 (5-{[(1R,2S)-2-aminocyclohexyl]amino}-3-{[6-(piperazin-1-ylmethyl)pyridin-2-yl]amino}pyridine-2-carbonitrile). Reaction SMILES: C(OC([NH:8][C@H:9]1[CH2:14][CH2:13][CH2:12][CH2:11][C@H:10]1[NH:15][C:16]1[CH:17]=[C:18]([NH:24][C:25]2[N:30]=[C:29]([CH2:31][N:32]3[CH2:37][CH2:36][N:35](C(OC(C)(C)C)=O)[CH2:34][CH2:33]3)[CH:28]=[CH:27][CH:26]=2)[C:19]([C:22]#[N:23])=[N:20][CH:21]=1)=O)(C)(C)C.FC(F)(F)C(O)=O>ClCCl>[NH2:8][C@H:9]1[CH2:14][CH2:13][CH2:12][CH2:11][C@H:10]1[NH:15][C:16]1[CH:17]=[C:18]([NH:24][C:25]2[CH:26]=[CH:27][CH:28]=[C:29]([CH2:31][N:32]3[CH2:37][CH2:36][NH:35][CH2:34][CH2:33]3)[N:30]=2)[C:19]([C:22]#[N:23])=[N:20][CH:21]=1. Procedure details: To a solution of tert-butyl 4-[(6-{[5-({(1R,2S)-2-[(tert-butoxycarbonyl)amino]cyclohexyl}amino)-2-cyanopyridin-3-yl]amino}pyridin-2-yl)methyl]piperazine-1-carboxylate (90 mg, 0.15 mmol) in dichloromethane (1.5 mL) was added trifluoroacetic acid (0.17 mL, 2.2 mmol) and the reaction mixture was stirred for 1 hour at room temperature. The reaction was then concentrated under reduced pressure to afford 5-{[(1R,2S)-2-aminocyclohexyl]amino}-3-{[6-(piperazin-1-ylmethyl)pyridin-2-yl]amino}pyridine-2-car... Reactants: CO, [Na+], C1CCOC1, [OH-], O, O=C(O)CC(O)(CC(=O)O)C(=O)O, COC(=O)CCc1ccc(NCc2ccc(Cn3nc(-c4ccccc4)cc3-c3ccccc3)cc2)cc1. Product: O=C(O)CCc1ccc(NCc2ccc(Cn3nc(-c4ccccc4)cc3-c3ccccc3)cc2)cc1. RXN SMILES: [CH3:55][OH:56].[Na+:40].[O:57]1[CH2:58][CH2:59][CH2:60][CH2:61]1.[OH-:39].[OH2:41].[OH:42][C:43]([CH2:44][C:45]([C:46](=[O:47])[OH:48])([CH2:49][C:50](=[O:51])[OH:52])[OH:53])=[O:54].[c:1]1(-[c:7]2[n:8][n:9]([CH2:18][c:19]3[cH:20][cH:21][c:22]([CH2:23][NH:24][c:25]4[cH:26][cH:27][c:28]([CH2:31][CH2:32][C:33](=[O:34])[O:35][CH3:36])[cH:29][cH:30]4)[cH:37][cH:38]3)[c:10](-[c:12]3[cH:13][cH:14][cH:15][cH:16][cH:17]3)[cH:11]2)[cH:2][cH:3][cH:4][cH:5][cH:6]1>>[c:1]1(-[c:7]2[n:8][n:9]([CH2:18][c:19]3[cH:20][cH:21][c:22]([CH2:23][NH:24][c:25]4[cH:26][cH:27][c:28]([CH2:31][CH2:32][C:33](=[O:34])[OH:35])[cH:29][cH:30]4)[cH:37][cH:38]3)[c:10](-[c:12]3[cH:13][cH:14][cH:15][cH:16][cH:17]3)[cH:11]2)[cH:2][cH:3][cH:4][cH:5][cH:6]1.